Dataset: the Open Reaction Database (ORD), a public repository of structured organic reaction records. Task: describe an organic reaction: reactants, conditions, products, and yield Reactants: ClC1=NC=C(C=C1NS(=O)(=O)N(C)C)B1OC(C(O1)(C)C)(C)C (N-(2-chloro-5-(4,4,5,5-tetramethyl-1,3,2-dioxaborolan-2-yl)pyridin-3-yl)dimethylaminosulfonamide), BrC1=CC=C2N=CC(N(C2=C1)C1=CC=CC=C1)=O (7-bromo-1-phenylquinoxalin-2(1H)-one), dichloride palladium(II), C([O-])([O-])=O.[Na+].[Na+] (sodium carbonate), ClC1(NC=C(C=C1)C=1C=C2N(C(C=NC2=CC1)=O)C1=CC=CC=C1)NS(=O)(=O)N(C)C (N-(2-chloro-5-(3-oxo-4-phenyl-3,4-dihydroquinoxalin-6-yl)pyridin-2-yl)dimethylaminosulfonamide). The reagents and catalysts are C1(=CC=CC=C1)P([C-]1C=CC=C1)C1=CC=CC=C1.[C-]1(C=CC=C1)P(C1=CC=CC=C1)C1=CC=CC=C1.[Fe+2] (1,1′-bis(diphenylphosphino)ferrocene). Solvent: O1CCOCC1 (dioxane). Conditions: temperature 110 celsius. Yields the product ClC1=NC=C(C=C1NS(=O)(=O)N(C)C)C=1C=C2N(C(C=NC2=CC1)=O)C1=CC=CC=C1 (N-(2-chloro-5-(3-oxo-4-phenyl-3,4-dihydroquinoxalin-6-yl)pyridin-3-yl)dimethylaminosulfonamide). As a reaction SMILES: [Cl:1][C:2]1(NS(N(C)C)(=O)=O)[CH:7]=[CH:6][C:5]([C:8]2[CH:9]=[C:10]3[C:15](=[CH:16][CH:17]=2)[N:14]=[CH:13][C:12](=[O:18])[N:11]3[C:19]2[CH:24]=[CH:23][CH:22]=[CH:21][CH:20]=2)=[CH:4][NH:3]1.ClC1C([NH:39][S:40]([N:43]([CH3:45])[CH3:44])(=[O:42])=[O:41])=CC(B2OC(C)(C)C(C)(C)O2)=CN=1.BrC1C=C2C(N=CC(=O)N2C2C=CC=CC=2)=CC=1.C(=O)([O-])[O-].[Na+].[Na+]>C1(P(C2C=CC=CC=2)[C-]2C=CC=C2)C=CC=CC=1.[C-]1(P(C2C=CC=CC=2)C2C=CC=CC=2)C=CC=C1.[Fe+2].O1CCOCC1>[Cl:1][C:2]1[C:7]([NH:39][S:40]([N:43]([CH3:45])[CH3:44])(=[O:42])=[O:41])=[CH:6][C:5]([C:8]2[CH:9]=[C:10]3[C:15](=[CH:16][CH:17]=2)[N:14]=[CH:13][C:12](=[O:18])[N:11]3[C:19]2[CH:20]=[CH:21][CH:22]=[CH:23][CH:24]=2)=[CH:4][N:3]=1 |f:3.4.5,6.7.8|. Procedure details: N-(2-chloro-5-(3-oxo-4-phenyl-3,4-dihydroquinoxalin-6-yl)pyridin-2-yl)dimethylaminosulfonamide. To a 5 mL microwave tube was added N-(2-chloro-5-(4,4,5,5-tetramethyl-1,3,2-dioxaborolan-2-yl)pyridin-3-yl)dimethylaminosulfonamide (0.079 g, 0.219 mmol), 7-bromo-1-phenylquinoxalin-2(1H)-one (0.060 g, 0.199 mmol), 1,1′-bis(diphenylphosphino)ferrocene]dichloride palladium(II) (0.015 g, 0.020 mmol), sodium carbonate (0.249 mL, 0.498 mmol), and dioxane (3 mL). The resulting mixture was sealed and subjec... Reactants: N1=C(C=CC=C1)C1=NC=CC=C1 (2,2′-bipyridine), C(C)(C)(C)OC(=O)N(CCC1=NC(=NN1)C1=CC=CC=C1)C(=O)OC(C)(C)C (5-[2-Bis(tert-butoxycarbonyl)aminoethyl]-3-phenyl-[1,2,4]triazole), C1(CC1)B(O)O (cyclopropylboronic acid), C([O-])([O-])=O.[Na+].[Na+] (sodium carbonate). Reagents/catalysts: C(C)(=O)[O-].[Cu+2].C(C)(=O)[O-] (copper (II) acetate). Run in ClC(C)Cl (dichloroethane), ClC(C)Cl (dichloroethane). Conditions: temperature 85 celsius, time 40 hour. The product is C1(CC1)N1N=C(N=C1CCNC(OC(C)(C)C)=O)C1=CC=CC=C1 (tert-Butyl 2-(1-cyclopropyl-3-phenyl-1H-1,2,4-triazol-5-yl)ethylcarbamate). Yield: 154.7%. RXN SMILES: C(OC([N:8]([C:22]([O:24][C:25]([CH3:28])([CH3:27])[CH3:26])=[O:23])[CH2:9][CH2:10][C:11]1[NH:15][N:14]=[C:13]([C:16]2[CH:21]=[CH:20][CH:19]=[CH:18][CH:17]=2)[N:12]=1)=O)(C)(C)C.[CH:29]1(B(O)O)[CH2:31][CH2:30]1.C(=O)([O-])[O-].[Na+].[Na+].N1C=CC=CC=1C1C=CC=CN=1>ClC(Cl)C.C([O-])(=O)C.[Cu+2].C([O-])(=O)C>[CH:29]1([N:15]2[C:11]([CH2:10][CH2:9][NH:8][C:22](=[O:23])[O:24][C:25]([CH3:26])([CH3:27])[CH3:28])=[N:12][C:13]([C:16]3[CH:17]=[CH:18][CH:19]=[CH:20][CH:21]=3)=[N:14]2)[CH2:31][CH2:30]1 |f:2.3.4,7.8.9|. Procedure: A suspension of 5-[2-bis(tert-butoxycarbonyl)aminoethyl]-3-phenyl-[1,2,4]triazole (218 mg, 561 μmol, example 22, step 1), cyclopropylboronic acid (192.8 mg, 2.24 mmol) and sodium carbonate (119 mg, 1.12 mmol) in dichloroethane (4 mL) was evacuated and backfilled with argon. A hot suspension of copper (II) acetate (102 mg, 561 μmol) and 2,2′-bipyridine (87.6 mg, 561 μmol) in dichloroethane (1.5 mL) was added and the reaction mixture was stirred at 85° C. for 40 h. The reaction mixture was cooled ... Reactants: O.O.O.C(C)(=O)[O-].[Na+] (sodium acetate trihydrate), C(C)Br (ethyl bromide), ON1C(C=2C(C1=O)=CC=CC2)=O (N-hydroxyphthalimide). Run in C(Cl)(Cl)Cl (chloroform), CS(=O)C (dimethyl sulfoxide). Reaction conditions: temperature 80 celsius, time 2 hour. The product is C(C)ON1C(C=2C(C1=O)=CC=CC2)=O (N-ethoxy-phthalimide). Yield: 68.7%. RXN SMILES: [OH:1][N:2]1[C:6](=[O:7])[C:5]2=[CH:8][CH:9]=[CH:10][CH:11]=[C:4]2[C:3]1=[O:12].O.O.O.[C:16]([O-])(=O)[CH3:17].[Na+].C(Br)C>CS(C)=O.C(Cl)(Cl)Cl>[CH2:16]([O:1][N:2]1[C:3](=[O:12])[C:4]2=[CH:11][CH:10]=[CH:9][CH:8]=[C:5]2[C:6]1=[O:7])[CH3:17] |f:1.2.3.4.5|. Reported procedure: A solution of 24 g (0.147 moles) of N-hydroxyphthalimide in 120 ml of dimethyl sulfoxide is warmed at 40° up to complete dissolution. Then 23.9 g (0.176 moles) of sodium acetate trihydrate and 15.92 ml (0.21 moles) of ethyl bromide are added, while warming at 80° C. After two hours and 15 minutes, the mixture is diluted with 600 ml of chloroform, washed with 10% potassium bicarbonate and dried. Removal of the solvent leaves 19.3 g (68.7%) of N-ethoxy-phthalimide, melting point 95°-97° C. (A. Rou... The reactants are CC1(C)CC(c2cccc(N)c2)Nc2ccc(Cl)cc21, c1ccncc1, O=S(=O)(Cl)c1cccnc1. Yields the product CC1(C)CC(c2cccc(NS(=O)(=O)c3cccnc3)c2)Nc2ccc(Cl)cc21. Reaction SMILES: [Cl:1][c:2]1[cH:3][c:4]2[c:9]([cH:10][cH:11]1)[NH:8][CH:7]([c:12]1[cH:13][c:14]([NH2:18])[cH:15][cH:16][cH:17]1)[CH2:6][C:5]2([CH3:19])[CH3:20].[cH:31]1[cH:32][cH:33][n:34][cH:35][cH:36]1.[n:21]1[cH:22][c:23]([S:27](=[O:28])(=[O:29])[Cl:30])[cH:24][cH:25][cH:26]1>>[Cl:1][c:2]1[cH:3][c:4]2[c:9]([cH:10][cH:11]1)[NH:8][CH:7]([c:12]1[cH:13][c:14]([NH:18][S:27]([c:23]3[cH:22][n:21][cH:26][cH:25][cH:24]3)(=[O:28])=[O:29])[cH:15][cH:16][cH:17]1)[CH2:6][C:5]2([CH3:19])[CH3:20]. Reaction SMILES: [CH2:40]1[O:41][CH2:42][CH2:43][CH2:44]1.[CH3:31][CH:32]([CH2:33][AlH:34][CH2:35][CH:36]([CH3:37])[CH3:38])[CH3:39].[CH:1]1([N:5]2[CH2:6][CH2:7][N:8]([C:11](=[O:12])[c:13]3[n:14]([CH2:29][CH3:30])[c:15](-[c:19]4[cH:20][cH:21][cH:22][c:23]5[cH:24][cH:25][cH:26][cH:27][c:28]45)[n:16][c:17]3[CH3:18])[CH2:9][CH2:10]2)[CH2:2][CH2:3][CH2:4]1>>[CH:1]1([N:5]2[CH2:6][CH2:7][N:8]([CH2:11][c:13]3[n:14]([CH2:29][CH3:30])[c:15](-[c:19]4[cH:20][cH:21][cH:22][c:23]5[cH:24][cH:25][cH:26][cH:27][c:28]45)[n:16][c:17]3[CH3:18])[CH2:9][CH2:10]2)[CH2:2][CH2:3][CH2:4]1. Product: CCn1c(-c2cccc3ccccc23)nc(C)c1CN1CCN(C2CCC2)CC1. Starting materials: C1CCOC1, CC(C)C[AlH]CC(C)C, CCn1c(-c2cccc3ccccc23)nc(C)c1C(=O)N1CCN(C2CCC2)CC1. The reactants are CCO, O=C(O)C1(C(=O)O)CCc2onc(-c3ccc(Cl)cc3)c2C1. Product: O=C(O)C1CCc2onc(-c3ccc(Cl)cc3)c2C1. Reaction SMILES: [CH3:23][CH2:24][OH:25].[Cl:1][c:2]1[cH:3][cH:4][c:5](-[c:8]2[n:9][o:10][c:11]3[c:12]2[CH2:13][C:14]([C:17](=[O:18])[OH:19])([C:20]([OH:21])=[O:22])[CH2:15][CH2:16]3)[cH:6][cH:7]1>>[Cl:1][c:2]1[cH:3][cH:4][c:5](-[c:8]2[n:9][o:10][c:11]3[c:12]2[CH2:13][CH:14]([C:17](=[O:18])[OH:19])[CH2:15][CH2:16]3)[cH:6][cH:7]1. Starting materials: BrC=1C=C(C=C(C1)OC(F)(F)F)C1=CC(=NN1C=1C=NC(=CC1)Cl)C(=O)N1CSCC1 ({5-[3-Bromo-5-(trifluoromethoxy)phenyl]-1-(6-chloropyridin-3-yl)-1H-pyrazol-3-yl}(1,3-thiazolidin-3-yl)methanone), ClC=1C=C(C=C(C1)F)C1=CC(=NN1C=1C=NC=CC1)C(=O)N1CS(CC1)=O ([5-(3-Chloro-5-fluorophenyl)-1-(pyridin-3-yl)-1H-pyrazol-3-yl](1-oxido-1,3-thiazolidin-3-yl)methanone), ClC1=CC(=CC=C1)C(=O)OO (meta-chloroperbenzoic acid). The product is BrC=1C=C(C=C(C1)OC(F)(F)F)C1=CC(=NN1C=1C=NC(=CC1)Cl)C(=O)N1CS(CC1)=O ({5-[3-Bromo-5-(trifluoromethoxy)phenyl]-1-(6-chloropyridin-3-yl)-1H-pyrazol-3-yl}(1-oxido-1,3-thiazolidin-3-yl)methanone). RXN SMILES: [Br:1][C:2]1[CH:3]=[C:4]([C:13]2[N:17]([C:18]3[CH:19]=[N:20][C:21]([Cl:24])=[CH:22][CH:23]=3)[N:16]=[C:15]([C:25]([N:27]3[CH2:31][CH2:30][S:29][CH2:28]3)=[O:26])[CH:14]=2)[CH:5]=[C:6]([O:8][C:9]([F:12])([F:11])[F:10])[CH:7]=1.ClC1C=C(C2N(C3C=NC=CC=3)N=C(C(N3CCS(=O)C3)=[O:52])C=2)C=C(F)C=1.ClC1C=CC=C(C(OO)=O)C=1>>[Br:1][C:2]1[CH:3]=[C:4]([C:13]2[N:17]([C:18]3[CH:19]=[N:20][C:21]([Cl:24])=[CH:22][CH:23]=3)[N:16]=[C:15]([C:25]([N:27]3[CH2:31][CH2:30][S:29](=[O:52])[CH2:28]3)=[O:26])[CH:14]=2)[CH:5]=[C:6]([O:8][C:9]([F:10])([F:11])[F:12])[CH:7]=1. Procedure details: 38 mg (0.07 mmol) of the compound of Example 36 is reacted analogously to the synthesis of the compound of Example 6 with 18 mg (0.07 mmol, 70%) of meta-chloroperbenzoic acid for 72 hours at room temperature. After the crude product is purified by means of preparative HPLC (mobile solvent: acetonitrile/water gradient), 31 mg (79% of theory) of the title compound is obtained.